Dataset: the Open Reaction Database (ORD), a public repository of structured organic reaction records. Task: describe an organic reaction: reactants, conditions, products, and yield The reactants are COC=1C=C(C=C(C1OC)OC)C(C)=O (3',4',5'-Trimethoxyacetophenone), [N+](=O)([O-])C=1C=C2C(=CNC2=CC1)C=O (5-nitroindole-3-carboxaldehyde), N1CCCCC1 (piperidine). Solvent: CN(C=O)C (N,N-dimethylformamide). Run at temperature 100 celsius, time 72 hour. Yields the product [N+](=O)([O-])C=1C=C2C(=CNC2=CC1)/C=C/C(=O)C1=CC(=C(C(=C1)OC)OC)OC ((E)-3-(5-Nitroindol-3-yl)-1-(3,4,5-trimethoxyphenyl)-2-propen-1-one). Isolated yield 5.3%. RXN SMILES: [CH3:1][O:2][C:3]1[CH:4]=[C:5]([C:13](=[O:15])[CH3:14])[CH:6]=[C:7]([O:11][CH3:12])[C:8]=1[O:9][CH3:10].[N+:16]([C:19]1[CH:20]=[C:21]2[C:25](=[CH:26][CH:27]=1)[NH:24][CH:23]=[C:22]2[CH:28]=O)([O-:18])=[O:17].N1CCCCC1>CN(C)C=O>[N+:16]([C:19]1[CH:20]=[C:21]2[C:25](=[CH:26][CH:27]=1)[NH:24][CH:23]=[C:22]2/[CH:28]=[CH:14]/[C:13]([C:5]1[CH:6]=[C:7]([O:11][CH3:12])[C:8]([O:9][CH3:10])=[C:3]([O:2][CH3:1])[CH:4]=1)=[O:15])([O-:18])=[O:17]. Reported procedure: 3',4',5'-Trimethoxyacetophenone (1.31 g) and 5-nitroindole-3-carboxaldehyde (1.18 g) were dissolved in N,N-dimethylformamide (20 ml), and piperidine (528.7 mg) was added thereto, followed by stirring at 100° C. for 72 hours. The reaction solution was concentrated under reduced pressure, and the residue was purified by silica gel column chromatography. The obtained crude crystals were recrystallized from methanol to give Compound 21 (125 mg). Reactants: C(=O)(N1C=NC=C1)N1C=NC=C1 (1,1'-carbonyldiimidazole), NC1N=C(C2=C(N(C1=O)CC(=O)N(C1=CC=CC=C1)C(C)C)C=CC=C2)C2=CC=CC=C2 (2-(3-Amino-2-oxo-5-phenyl-2,3-dihydro-benzo[e][1,4]diazepin-1-yl)-N-isopropyl-N-phenyl-acetamide), Intermediate 13, Cl.N=1NN=NC1C=1C=C(C=CC1)N (3-(2H-tetrazol-5-yl)-phenylamine hydrochloride), Intermediate 17. Run in C1CCOC1 (THF). Yields the product C(C)(C)C(C(=O)NC1=CC=CC=C1)N1C(C(N=C(C2=C1C=CC=C2)C2=CC=CC=C2)NC(=O)NC2=CC(=CC=C2)C2=NN=NN2)=O (Isopropyl-2-(2-oxo-5-phenyl-3-{3-[3-(1H-tetrazol-5-yl)-phenyl]-ureido}-2,3-dihydro-benzo[e][1,4]diazepin-1-yl)-N-phenyl-acetamide). As a reaction SMILES: [C:1]([N:8]1[CH:12]=[CH:11]N=C1)(N1C=CN=C1)=[O:2].[NH2:13][CH:14]1[C:20](=[O:21])[N:19]([CH2:22][C:23]([N:25](C(C)C)[C:26]2[CH:31]=[CH:30][CH:29]=[CH:28][CH:27]=2)=[O:24])[C:18]2[CH:35]=[CH:36][CH:37]=[CH:38][C:17]=2[C:16](C2C=CC=CC=2)=[N:15]1.Cl.[N:46]1[NH:47][N:48]=[N:49][C:50]=1[C:51]1[CH:52]=C(N)C=[CH:55][CH:56]=1>C1COCC1>[CH:26]([CH:22]([N:19]1[C:18]2[CH:17]=[CH:38][CH:37]=[CH:36][C:35]=2[C:16]([C:17]2[CH:38]=[CH:37][CH:36]=[CH:35][CH:18]=2)=[N:15][CH:14]([NH:13][C:1]([NH:8][C:12]2[CH:11]=[CH:55][CH:56]=[C:51]([C:50]3[NH:46][N:47]=[N:48][N:49]=3)[CH:52]=2)=[O:2])[C:20]1=[O:21])[C:23]([NH:25][C:26]1[CH:31]=[CH:30][CH:29]=[CH:28][CH:27]=1)=[O:24])([CH3:31])[CH3:27] |f:2.3|. Reported procedure: According to Process B, a mixture of of 1,1'-carbonyldiimidazole (28.6 mg, 0.176 mmol) and 2-(3-Amino-2-oxo-5-phenyl-2,3-dihydro-benzo[e][1,4]diazepin-1-yl)-N-isopropyl-N-phenyl-acetamide (75.0 mg, 0.176 mmol), prepared as in Intermediate 13, in anhydrous THF (5 mL) is stirred at ambient temperature under a nitrogen atmosphere for approximately 30 min. and then heated to reflux. After refluxing for 2 hrs, 3-(2H-tetrazol-5-yl)-phenylamine hydrochloride (36.5 mg, 0.185 mmol), prepared as in Interm...